Task: describe an organic reaction: reactants, conditions, products, and yield. Dataset: the Open Reaction Database (ORD), a public repository of structured organic reaction records The reactants are CCI, CCOC(=O)c1ccc(I)c(O)c1, CC#N, [K+], [K+], O=C([O-])[O-]. Product: CCOC(=O)c1ccc(I)c(OCC)c1. Reaction SMILES: [CH2:1]([CH3:2])[I:3].[CH2:4]([CH3:5])[O:6][C:7]([c:8]1[cH:9][c:10]([OH:15])[c:11]([I:14])[cH:12][cH:13]1)=[O:16].[CH3:23][C:24]#[N:25].[K+:17].[K+:18].[O-:19][C:20]([O-:21])=[O:22]>>[CH2:1]([CH3:2])[O:15][c:10]1[cH:9][c:8]([C:7]([O:6][CH2:4][CH3:5])=[O:16])[cH:13][cH:12][c:11]1[I:14]. Product: CCOC(=O)CC(=O)CC(C)C. As a reaction SMILES: [CH2:12]([CH:13]([CH3:14])[CH3:15])[C:16](=[O:17])[CH3:18].[CH2:2]([O:3][C:5](=[O:4])[C:6](=[O:7])[O:8][CH2:9][CH3:10])[CH3:11].[CH3:20][CH2:21][OH:22].[ClH:19].[Na:1]>>[CH2:5]([C:6](=[O:7])[O:8][CH2:9][CH3:10])[C:16]([CH2:12][CH:13]([CH3:14])[CH3:15])=[O:17]. Reactants: CC(=O)CC(C)C, CCOC(=O)C(=O)OCC, CCO, Cl, [Na]. Starting materials: CCOC=Cc1c(-c2ccc(C#N)cc2)nc2cccc(C(=O)OC)n12, C1CCOC1, O. The product is COC(=O)c1cccc2nc(-c3ccc(C#N)cc3)c(CC=O)n12. RXN SMILES: [C:1](#[N:2])[c:3]1[cH:4][cH:5][c:6](-[c:9]2[n:10][c:11]3[n:12]([c:13]([C:17](=[O:18])[O:19][CH3:20])[cH:14][cH:15][cH:16]3)[c:21]2[CH:22]=[CH:23][O:24][CH2:25][CH3:26])[cH:7][cH:8]1.[CH2:27]1[O:28][CH2:29][CH2:30][CH2:31]1.[OH2:32]>>[C:1](#[N:2])[c:3]1[cH:4][cH:5][c:6](-[c:9]2[n:10][c:11]3[n:12]([c:13]([C:17](=[O:18])[O:19][CH3:20])[cH:14][cH:15][cH:16]3)[c:21]2[CH2:22][CH:23]=[O:24])[cH:7][cH:8]1. Starting materials: CC(=O)O, O=N[O-], [Na+], O, c1ccc(-c2cn3ccccc3n2)cc1. Yields the product O=Nc1c(-c2ccccc2)nc2ccccn12. RXN SMILES: [CH3:21][C:22](=[O:23])[OH:24].[N:17](=[O:18])[O-:19].[Na+:20].[OH2:16].[c:1]1(-[c:7]2[n:8][c:9]3[n:10]([cH:11][cH:12][cH:13][cH:14]3)[cH:15]2)[cH:2][cH:3][cH:4][cH:5][cH:6]1>>[c:1]1(-[c:7]2[n:8][c:9]3[n:10]([cH:11][cH:12][cH:13][cH:14]3)[c:15]2[N:17]=[O:18])[cH:2][cH:3][cH:4][cH:5][cH:6]1. Reactants: COC(=O)C1CC(C#N)(c2ccc(Cl)cc2)CCC1=O, CC(=O)O, O, O=S(=O)(O)O. Product: N#CC1(c2ccc(Cl)cc2)CCC(=O)CC1. RXN SMILES: [C:1](#[N:2])[C:3]1([c:14]2[cH:15][cH:16][c:17]([Cl:20])[cH:18][cH:19]2)[CH2:4][CH2:5][C:6](=[O:13])[CH:7]([C:9]([O:10][CH3:11])=[O:12])[CH2:8]1.[CH3:21][C:22](=[O:23])[OH:24].[OH2:30].[S:25](=[O:26])(=[O:27])([OH:28])[OH:29]>>[C:1](#[N:2])[C:3]1([c:14]2[cH:15][cH:16][c:17]([Cl:20])[cH:18][cH:19]2)[CH2:4][CH2:5][C:6](=[O:13])[CH2:7][CH2:8]1. Starting materials: S(O)(O)(=O)=O (sulfuric acid), NC(C#N)C1=CC=C(C=C1)F (2-amino-2-(4-fluorophenyl)acetonitrile), O.N (ammonia water). The solvent is O (water). Reaction conditions: time 3 hour. The product is NC(C(=O)N)C1=CC=C(C=C1)F (2-amino-2-(4-fluorophenyl)acetamide). Yield: 38.0%. Reaction SMILES: S(=O)(=O)(O)O.[NH2:6][CH:7]([C:10]1[CH:15]=[CH:14][C:13]([F:16])=[CH:12][CH:11]=1)[C:8]#[N:9].[OH2:17].N>O>[NH2:6][CH:7]([C:10]1[CH:15]=[CH:14][C:13]([F:16])=[CH:12][CH:11]=1)[C:8]([NH2:9])=[O:17] |f:2.3|. Procedure: Then, 30 g of concentrated sulfuric acid was added to 1.45 g of water, to which 20 g of 2-amino-2-(4-fluorophenyl)acetonitrile was added under ice cooling, and the mixture was heated at 50° to 60° C. under stirring for 3 hours. After completion of the reaction, the reaction mixture was poured into 200 ml of concentrated ammonia water cooled with ice in such a manner that the temperature of the solution became not higher than 20° C. The precipitated crystals were collected by filtration, and the ... Reactants: CC1=C(C(=NN1)O[C@H]1[C@H](OC(C)=O)[C@@H](OC(C)=O)[C@H](OC(C)=O)[C@H](O1)COC(C)=O)CC1=CC=C(C=C1)C=C1CC1 (5-methyl-4-{[4-(cyclopropylidenemethyl)phenyl]methyl}-3-(2,3,4,6-tetra-O-acetyl-β-D-glucopyranosyloxy)-1H-pyrazole), C[O-].[Na+] (sodium methoxide). Run in CO (methanol). Conditions: time 30 minute. Product: [C@@H]1([C@H](O)[C@@H](O)[C@H](O)[C@H](O1)CO)OC1=NNC(=C1CC1=CC=C(C=C1)C=C1CC1)C (3-(β-D-glucopyranosyloxy)-5-methyl-4-{[4-(cyclopropylidenemethyl)phenyl]methyl}-1H-pyrazole). The yield is 99.2%. Reaction SMILES: [CH3:1][C:2]1[NH:6][N:5]=[C:4]([O:7][C@@H:8]2[O:25][C@H:24]([CH2:26][O:27]C(=O)C)[C@@H:19]([O:20]C(=O)C)[C@H:14]([O:15]C(=O)C)[C@H:9]2[O:10]C(=O)C)[C:3]=1[CH2:31][C:32]1[CH:37]=[CH:36][C:35]([CH:38]=[C:39]2[CH2:41][CH2:40]2)=[CH:34][CH:33]=1.C[O-].[Na+]>CO>[C@@H:8]1([O:7][C:4]2[C:3]([CH2:31][C:32]3[CH:33]=[CH:34][C:35]([CH:38]=[C:39]4[CH2:41][CH2:40]4)=[CH:36][CH:37]=3)=[C:2]([CH3:1])[NH:6][N:5]=2)[O:25][C@H:24]([CH2:26][OH:27])[C@@H:19]([OH:20])[C@H:14]([OH:15])[C@H:9]1[OH:10] |f:1.2|. Procedure details: A solution of 5-methyl-4-{[4-(cyclopropylidenemethyl)phenyl]methyl}-3-(2,3,4,6-tetra-O-acetyl-β-D-glucopyranosyloxy)-1H-pyrazole (0.010 g) in methanol (2 mL) was added sodium methoxide (28% methanol solution, 0.0020 mL), and the mixture was stirred at room temperature for 30 minutes. The reaction mixture was concentrated under reduced pressure, and the residue was purified by solid phase extraction on ODS (washing solvent: distilled water, eluent: methanol) to give 3-(β-D-glucopyranosyloxy)-5-me... The reactants are NC=1C(=NC(=NC1)Cl)NCC1=C(C=CC=C1)F (5-amino-2-chloro-4-[N-(2-fluorobenzyl)-amino]-pyrimidine), CS(=O)(=O)O (methanesulfonic acid). Solvent: C(OCC)(OCC)OCC (triethyl orthoformate). Run at time 15 hour. The product is ClC1=NC=C2N=CN(C2=N1)CC1=C(C=CC=C1)F (2-chloro-9-(2-fluorobenzyl)-9H-purine). As a reaction SMILES: [NH2:1][C:2]1[C:3]([NH:9][CH2:10][C:11]2[CH:16]=[CH:15][CH:14]=[CH:13][C:12]=2[F:17])=[N:4][C:5]([Cl:8])=[N:6][CH:7]=1.[CH3:18]S(O)(=O)=O>C(OCC)(OCC)OCC>[Cl:8][C:5]1[N:4]=[C:3]2[C:2]([N:1]=[CH:18][N:9]2[CH2:10][C:11]2[CH:16]=[CH:15][CH:14]=[CH:13][C:12]=2[F:17])=[CH:7][N:6]=1. Procedure details: 6.5 g (25.7 mmol) of 5-amino-2-chloro-4-[N-(2-fluorobenzyl)-amino]-pyrimidine are dissolved at room temperature in 65 ml of triethyl orthoformate. 30 mg of methanesulfonic acid are added to the solution and the reaction mixture is then stirred for 15 hours at room temperature. The reaction mixture is then concentrated by evaporation and the residue is chromatographed on silica gel with toluene/ethyl acetate (3:1) as eluant. The eluate is concentrated by evaporation and the residue obtained is re... Starting materials: C(O[C@@H](C(N1CCC(CC1)N1CCCCC1)=O)CC1=CC2=CN(N=C2C(=C1)C)COCC[Si](C)(C)C)(OC1=CC=C(C=C1)[N+](=O)[O-])=O ((R)-3-(7-methyl-2-((2-(trimethylsilyl)ethoxy)methyl)-2H-indazol-5-yl)-1-oxo-1-(4-(piperidin-1-yl)piperidin-1-yl)propan-2-yl 4-nitrophenyl carbonate), FC1=CC=C2CN(C(NC2=C1)=O)C1CCNCC1 (7-fluoro-3-(piperidin-4-yl)-3,4-dihydroquinazolin-2(1H)-one), C(C)(C)N(CC)C(C)C (diisopropylethylamine). Solvent: CN(C=O)C (dimethylformamide). Conditions: time 8 hour. The product is FC1=CC=C2CN(C(NC2=C1)=O)C1CCN(CC1)C(=O)O[C@@H](C(N1CCC(CC1)N1CCCCC1)=O)CC1=CC2=CN(N=C2C(=C1)C)COCC[Si](C)(C)C ((R)-3-(7-Methyl-2-((2-(trimethylsilyl)ethoxy)methyl)-2H-indazol-5-yl)-1-oxo-1-(4-(piperidin-1-yl)piperidin-1-yl)propan-2-yl 4-(7-fluoro-2-oxo-1,2-dihydroquinazolin-3 (4H)-yl)piperidine-1-carboxylate). Reaction SMILES: [C:1](=O)([O:37]C1C=CC([N+]([O-])=O)=CC=1)[O:2][C@H:3]([CH2:18][C:19]1[CH:27]=[C:26]([CH3:28])[C:25]2[C:21](=[CH:22][N:23]([CH2:29][O:30][CH2:31][CH2:32][Si:33]([CH3:36])([CH3:35])[CH3:34])[N:24]=2)[CH:20]=1)[C:4](=[O:17])[N:5]1[CH2:10][CH2:9][CH:8]([N:11]2[CH2:16][CH2:15][CH2:14][CH2:13][CH2:12]2)[CH2:7][CH2:6]1.[F:48][C:49]1[CH:58]=[C:57]2[C:52]([CH2:53][N:54]([CH:60]3[CH2:65][CH2:64][NH:63][CH2:62][CH2:61]3)[C:55](=[O:59])[NH:56]2)=[CH:51][CH:50]=1.C(N(C(C)C)CC)(C)C>CN(C)C=O>[F:48][C:49]1[CH:58]=[C:57]2[C:52]([CH2:53][N:54]([CH:60]3[CH2:65][CH2:64][N:63]([C:1]([O:2][C@H:3]([CH2:18][C:19]4[CH:27]=[C:26]([CH3:28])[C:25]5[C:21](=[CH:22][N:23]([CH2:29][O:30][CH2:31][CH2:32][Si:33]([CH3:35])([CH3:34])[CH3:36])[N:24]=5)[CH:20]=4)[C:4](=[O:17])[N:5]4[CH2:10][CH2:9][CH:8]([N:11]5[CH2:16][CH2:15][CH2:14][CH2:13][CH2:12]5)[CH2:7][CH2:6]4)=[O:37])[CH2:62][CH2:61]3)[C:55](=[O:59])[NH:56]2)=[CH:51][CH:50]=1. Procedure details: To a solution of (R)-3-(7-methyl-2-((2-(trimethylsilyl)ethoxy)methyl)-2H-indazol-5-yl)-1-oxo-1-(4-(piperidin-1-yl)piperidin-1-yl)propan-2-yl 4-nitrophenyl carbonate (150 mg, 0.23 mmol) and 7-fluoro-3-(piperidin-4-yl)-3,4-dihydroquinazolin-2(1H)-one (56.2 mg, 1.0 equiv) in dimethylformamide (1 mL) was added diisopropylethylamine (79 μL, 0.45 mmol) and the reaction stirred at room temperature overnight. The reaction was concentrated and purified by column chromatography (3:97:1 methanol/dichlorome... Reactants: OCCN1C(N(C2=CC=CC=C2C1=O)C)=O (3-(2-hydroxyethyl)-1-methyl-2,4(1H,3H)-quinazolinedione), S(=O)(Cl)Cl (thionyl chloride). Solvent: ClC(Cl)Cl (trichloromethane). Product: ClCCN1C(N(C2=CC=CC=C2C1=O)C)=O (3-(2-chloroethyl)-1-methyl-2,4(1H,3H)-quinazolinedione), intermediate 171. Isolated yield 95.0%. RXN SMILES: O[CH2:2][CH2:3][N:4]1[C:13](=[O:14])[C:12]2[C:7](=[CH:8][CH:9]=[CH:10][CH:11]=2)[N:6]([CH3:15])[C:5]1=[O:16].S(Cl)([Cl:19])=O>ClC(Cl)Cl>[Cl:19][CH2:2][CH2:3][N:4]1[C:13](=[O:14])[C:12]2[C:7](=[CH:8][CH:9]=[CH:10][CH:11]=2)[N:6]([CH3:15])[C:5]1=[O:16]. Reported procedure: A mixture of 4.5 parts of 3-(2-hydroxyethyl)-1-methyl-2,4(1H,3H)-quinazolinedione, 8 parts of thionyl chloride and 75 parts of trichloromethane was stirred and refluxed for 5 hours. The reaction mixture was evaporated, yielding 4.5 parts (95%) of 3-(2-chloroethyl)-1-methyl-2,4(1H,3H)-quinazolinedione as a residue (intermediate 171).